This data is from the Open Reaction Database (ORD), a public repository of structured organic reaction records. The task is: describe an organic reaction: reactants, conditions, products, and yield Starting materials: B, C1CCOC1, Cc1cc(C)c(-n2c(C)nc3c(NC(=O)CCl)cc(C)nc32)c(C)c1, CSC. The product is Cc1cc(C)c(-n2c(C)nc3c(NCCCl)cc(C)nc32)c(C)c1. As a reaction SMILES: [BH3:29].[CH2:30]1[O:31][CH2:32][CH2:33][CH2:34]1.[CH3:1][c:2]1[n:3](-[c:17]2[c:18]([CH3:25])[cH:19][c:20]([CH3:24])[cH:21][c:22]2[CH3:23])[c:4]2[n:5][c:6]([CH3:16])[cH:7][c:8]([NH:11][C:12]([CH2:13][Cl:14])=[O:15])[c:9]2[n:10]1.[CH3:26][S:27][CH3:28]>>[CH3:1][c:2]1[n:3](-[c:17]2[c:18]([CH3:25])[cH:19][c:20]([CH3:24])[cH:21][c:22]2[CH3:23])[c:4]2[n:5][c:6]([CH3:16])[cH:7][c:8]([NH:11][CH2:12][CH2:13][Cl:14])[c:9]2[n:10]1. Procedure: Into a four-necked flask of 2 l capacity were charged 54.0 g (0.5 mol) of o-phenylenediamine, 142 g (0.5 mol) of stearic acid and 500 ml of 4N-hydrochloric acid, and a reaction was effected for 5 hours while refluxing the reaction solution. Then, 500 ml of water was added to the reaction mass, and the resulting solution was neutralized up to a pH of 9.2 at a temperature of not higher than 15° C. with a 20% aqueous solution of sodium hydroxide. Then, the resulting mixture was stirred at a tempera... Solvent: O (water). Reactants: C1(=C(C=CC=C1)N)N (o-phenylenediamine), C(CCCCCCCCCCCCCCCCC)(=O)O (stearic acid), Cl (hydrochloric acid), aqueous solution, [OH-].[Na+] (sodium hydroxide). The product is C(CCCCCCCCCCCCCCCC)C=1NC2=C(N1)C=CC=C2 (2-heptadecylbenzimidazole). Conditions: temperature 15 celsius, time 5 hour. Reaction SMILES: [C:1]1([NH2:8])[CH:6]=[CH:5][CH:4]=[CH:3][C:2]=1[NH2:7].[C:9](O)(=O)[CH2:10][CH2:11][CH2:12][CH2:13][CH2:14][CH2:15][CH2:16][CH2:17][CH2:18][CH2:19][CH2:20][CH2:21][CH2:22][CH2:23][CH2:24][CH2:25][CH3:26].Cl.[OH-].[Na+]>O>[CH2:25]([C:26]1[NH:7][C:2]2[CH:3]=[CH:4][CH:5]=[CH:6][C:1]=2[N:8]=1)[CH2:24][CH2:23][CH2:22][CH2:21][CH2:20][CH2:19][CH2:18][CH2:17][CH2:16][CH2:15][CH2:14][CH2:13][CH2:12][CH2:11][CH2:10][CH3:9] |f:3.4|. Reactants: compound 4a, FC1=C(C=CC(=C1)F)C([C@H](C)OC1OCCCC1)=O ((2S)-2',4'-Difluoro-2-(3,4,5,6-tetrahydro-2H-pyran-2-yloxy)propiophenone), C(C)(=O)OCC (ethyl acetate), CCCCCC (hexane), C[Si](C)(C)[N-][Si](C)(C)C.[Li+] (lithium bis (trimethylsilyl) amide). The reagents and catalysts are [Br-].C[P+](C1=CC=CC=C1)(C1=CC=CC=C1)C1=CC=CC=C1 (methyl triphenylphosphonium bromide). Run in O1CCCC1 (tetrahydrofuran), O1CCCC1 (tetrahydrofuran), O1CCCC1 (tetrahydrofuran). Reaction conditions: temperature 8 celsius, time 1 hour. Yields the product FC1=C(C=CC(=C1)F)C(=C)[C@H](C)OC1OCCCC1 ((3S)-2-(2,4-Difluorphenyl)-3-(3,4,5,6-tetrahydro-2H-pyran-2-yloxy)-1-butene). Yield: 92.0%. RXN SMILES: C[Si]([N-][Si](C)(C)C)(C)C.[Li+].[F:11][C:12]1[CH:17]=[C:16]([F:18])[CH:15]=[CH:14][C:13]=1[C:19](=O)[C@@H:20]([O:22][CH:23]1[CH2:28][CH2:27][CH2:26][CH2:25][O:24]1)[CH3:21].[C:30](OCC)(=O)C.CCCCCC>[Br-].C[P+](C1C=CC=CC=1)(C1C=CC=CC=1)C1C=CC=CC=1.O1CCCC1>[F:11][C:12]1[CH:17]=[C:16]([F:18])[CH:15]=[CH:14][C:13]=1[C:19]([C@@H:20]([O:22][CH:23]1[CH2:28][CH2:27][CH2:26][CH2:25][O:24]1)[CH3:21])=[CH2:30] |f:0.1,5.6|. Reported procedure: A mechanically stirred mixture of methyl triphenylphosphonium bromide (169.2 g, 0.474 moles) in 350 ml of dry tetrahydrofuran was cooled to 8° C. A solution of lithium bis (trimethylsilyl) amide (84.8 g, 0.507 moles) in 500 ml tetrahydrofuran was added to the above mixture at a rate so that the temperature of the mixture remained at 23° C. After stirring for 1 hour at room temperature the contents were cooled to 31 70° C. and stirred for 1/2 hour. Then a solution of compound 4a, (2S)-2',4'-Diflu... Starting materials: C12C=CC(C(C1)C=O)C2 (2-norbornene-5-carboxaldehyde), C(=O)C1CCC(CC1)C(C=O)C (2-(4-formylcyclohexyl)propanal), C(=O)C1CC(CCC1)C(C=O)C (2-(3-formylcyclohexyl)propanal), C=CC=C (1,3-butadiene), C1(CCC(CCCC(CCCC1)C=O)C=O)C=O (cyclododecane-1,4,8-tricarbaldehyde), C(=O)C1CC(CCC1)CCC=O (3-(3-formylcyclohexyl)propanal), C(=O)C1CCC(CC1)CCC=O (3-(4-formylcyclohexyl)propanal), C(=C)C1=CCCCC1 (vinyl cyclohexene). Yields the product C1=CCC=CCCC=CCCC1 (1,4,8-cyclododecatriene). As a reaction SMILES: [CH:1]12[CH2:9][CH:4]([CH:5]([CH:7]=O)[CH2:6]1)[CH:3]=[CH:2]2.[CH:10]([CH:12]1CCC[CH:14](CCC=O)[CH2:13]1)=O.C(C1CCC(CCC=O)CC1)=O.C(C1CCCC(C(C)C=O)C1)=O.C(C1CCC(C(C)C=O)CC1)=O.C(C1CCCCC=1)=C.C1(C=O)CCCCC(C=O)CCCC(C=O)CC1.C=CC=C>>[CH:2]1[CH2:3][CH2:4][CH2:9][CH:1]=[CH:6][CH2:5][CH2:7][CH:10]=[CH:12][CH2:13][CH:14]=1. Procedure: Examples of suitable cyclic polyaldehydes are trans-1,3-cyclohexanedicarboxaldehyde; cis-1,3-cyclohexanedicarboxaldehyde; trans-1,4-cyclohexanedicarboxaldehyde; cis-1,4-cyclohexanedicarboxaldehyde; a mixture of 1,3-cyclohexanedicarboxaldehydes and 1,4-cyclohexanedicarboxaldehydes, preferably a 1-to-1 mixture thereof; exo,exo-2,5-norbornanedicarboxaldehyde; exo,exo-2,6-norbornanedicarboxaldehyde; exo,endo-2,5-norbornanedicarboxaldehyde; exo,endo-2,6-norbornanedicarboxaldehyde; endo,endo-2,5-norbo... Reactants: N1=CC=C(C=C1)N1CCN(CC1)CC(=O)C1=CC(=C(OCC(=O)OC)C(=C1)C(C)(C)C)C(C)(C)C (methyl 4-(2-[4-(4-pyridyl)piperazin-1-yl]acetyl)-2,6-di-tert-butylphenoxyacetate), Cl (hydrochloric acid). Solvent: O (water), O1CCOCC1 (dioxane). Run at temperature 100 celsius. The product is N1=CC=C(C=C1)N1CCN(CC1)CC(=O)C1=CC(=C(OCC(=O)O)C(=C1)C(C)(C)C)C(C)(C)C (4-[2-[4-(4-Pridyl)piperazin-1-yl]acetyl]-2,6-di-tert-butylphenoxyacetic acid). Reaction SMILES: [N:1]1[CH:6]=[CH:5][C:4]([N:7]2[CH2:12][CH2:11][N:10]([CH2:13][C:14]([C:16]3[CH:27]=[C:26]([C:28]([CH3:31])([CH3:30])[CH3:29])[C:19]([O:20][CH2:21][C:22]([O:24]C)=[O:23])=[C:18]([C:32]([CH3:35])([CH3:34])[CH3:33])[CH:17]=3)=[O:15])[CH2:9][CH2:8]2)=[CH:3][CH:2]=1.Cl>O1CCOCC1.O>[N:1]1[CH:6]=[CH:5][C:4]([N:7]2[CH2:8][CH2:9][N:10]([CH2:13][C:14]([C:16]3[CH:27]=[C:26]([C:28]([CH3:30])([CH3:29])[CH3:31])[C:19]([O:20][CH2:21][C:22]([OH:24])=[O:23])=[C:18]([C:32]([CH3:35])([CH3:34])[CH3:33])[CH:17]=3)=[O:15])[CH2:11][CH2:12]2)=[CH:3][CH:2]=1. Reported procedure: A solution of methyl 4-(2-[4-(4-pyridyl)piperazin-1-yl]acetyl)-2,6-di-tert-butylphenoxyacetate (241 mg) in dioxane (2.0 ml) was treated with 1N hydrochloric acid and the mixture heated at 100° C. for 20 hours. The mixture was cooled, diluted with water, filtered and the liltrate freeze-dried. The solid residue was purified by flash chromatography on silica eluting with toluene/ethyl acetate/0.880 ammonia/ethanol (60:20:10:35 v/v/v/v). The fractions containing the desired product were evaporated,... Yields the product FC=1C(=CC=2N(C1)N=C(N2)C2=CC=CC=C2)NC(=O)C=2N(N=CC2C(=O)N2CCOCC2)C (2-methyl-4-(morpholine-4-carbonyl)-2H-pyrazole-3-carboxylic acid (6-fluoro-2-phenyl-[1,2,4]triazolo[1,5-a]pyridin-7-yl)-amide). Reported procedure: A mixture of 5-(6-fluoro-2-phenyl-[1,2,4]triazolo[1,5-a]pyridin-7-ylcarbamoyl)-1-methyl-1H-pyrazole-4-carboxylic acid (138 mg, 363 μmol), morpholine (253 μl, 2.9 mmol), propylphosphonic anhydride (50% in ethyl acetate, 534 μl, 907 μmol) and diisopropylethylamine (190 μl, 1.09 mmol) in tetrahydrofuran (10 ml) was stirred for 2.5 days (weekend) at 70° C. under nitrogen atmosphere. The solvent was evaporated, the residue was triturated with saturated aqueous sodium hydrogencarbonate solution and th... Starting materials: FC=1C(=CC=2N(C1)N=C(N2)C2=CC=CC=C2)NC(=O)C2=C(C=NN2C)C(=O)O (5-(6-fluoro-2-phenyl-[1,2,4]triazolo[1,5-a]pyridin-7-ylcarbamoyl)-1-methyl-1H-pyrazole-4-carboxylic acid), N1CCOCC1 (morpholine), CCCP(=O)=O (propylphosphonic anhydride), C(C)(C)N(CC)C(C)C (diisopropylethylamine). RXN SMILES: [F:1][C:2]1[C:3]([NH:17][C:18]([C:20]2[N:24]([CH3:25])[N:23]=[CH:22][C:21]=2[C:26](O)=[O:27])=[O:19])=[CH:4][C:5]2[N:6]([N:8]=[C:9]([C:11]3[CH:16]=[CH:15][CH:14]=[CH:13][CH:12]=3)[N:10]=2)[CH:7]=1.[NH:29]1[CH2:34][CH2:33][O:32][CH2:31][CH2:30]1.CCCP(=O)=O.C(N(C(C)C)CC)(C)C>O1CCCC1>[F:1][C:2]1[C:3]([NH:17][C:18]([C:20]2[N:24]([CH3:25])[N:23]=[CH:22][C:21]=2[C:26]([N:29]2[CH2:34][CH2:33][O:32][CH2:31][CH2:30]2)=[O:27])=[O:19])=[CH:4][C:5]2[N:6]([N:8]=[C:9]([C:11]3[CH:16]=[CH:15][CH:14]=[CH:13][CH:12]=3)[N:10]=2)[CH:7]=1. Run in O1CCCC1 (tetrahydrofuran). Isolated yield 41.1%. Run at temperature 70 celsius, time 2.5 day. The reactants are CC(C)(C)c1cc(C(=O)c2ccccc2)cc(C(C)(C)C)c1O, Cc1ccccc1, NNC(N)=S, Cc1ccc(S(=O)(=O)O)cc1. Product: CC(C)(C)c1cc(C(=NNC(N)=S)c2ccccc2)cc(C(C)(C)C)c1O. RXN SMILES: [C:1]([CH3:2])([CH3:3])([CH3:4])[c:5]1[cH:6][c:7]([C:8](=[O:9])[c:10]2[cH:11][cH:12][cH:13][cH:14][cH:15]2)[cH:16][c:17]([C:20]([CH3:21])([CH3:22])[CH3:23])[c:18]1[OH:19].[CH3:40][c:41]1[cH:42][cH:43][cH:44][cH:45][cH:46]1.[NH2:24][NH:25][C:26](=[S:27])[NH2:28].[c:29]1([CH3:30])[cH:31][cH:32][c:33]([S:34]([OH:35])(=[O:36])=[O:37])[cH:38][cH:39]1>>[C:1]([CH3:2])([CH3:3])([CH3:4])[c:5]1[cH:6][c:7]([C:8]([c:10]2[cH:11][cH:12][cH:13][cH:14][cH:15]2)=[N:24][NH:25][C:26](=[S:27])[NH2:28])[cH:16][c:17]([C:20]([CH3:21])([CH3:22])[CH3:23])[c:18]1[OH:19]. Starting materials: O=C([O-])[O-], CCCNC1Cc2cccc3c2n(c(=O)n3OC)C1, CC#N, CCCI, [K+], [K+]. Yields the product CCCN(CCC)C1Cc2cccc3c2n(c(=O)n3OC)C1. Reaction SMILES: [C:24](=[O:25])([O-:26])[O-:27].[CH2:1]([CH2:2][CH3:3])[NH:4][CH:5]1[CH2:6][n:7]2[c:8]3[c:9]([cH:10][cH:11][cH:12][c:13]3[CH2:14]1)[n:15]([O:18][CH3:19])[c:16]2=[O:17].[CH3:30][C:31]#[N:32].[I:20][CH2:21][CH2:22][CH3:23].[K+:28].[K+:29]>>[CH2:1]([CH2:2][CH3:3])[N:4]([CH:5]1[CH2:6][n:7]2[c:8]3[c:9]([cH:10][cH:11][cH:12][c:13]3[CH2:14]1)[n:15]([O:18][CH3:19])[c:16]2=[O:17])[CH2:21][CH2:22][CH3:23]. Starting materials: CN(CCN1C2=C(SCC1)C=C(C=C2)[N+](=O)[O-])C (N,N-dimethyl-2-(7-nitro-2H-benzo[b][1,4]thiazin-4(3H)-yl)ethanamine), C(OC1=CC=CC=C1)(=O)Cl (phenyl carbonochloridate). The reagents and catalysts are C(C)N(CC)CC (triethylamine). Solvent: O (water), C([O-])([O-])=O.[Na+].[Na+] (sodium carbonate), ClCCl (dichloromethane). Yields the product CN(C(OC1=CC=CC=C1)=O)CCN1C2=C(SCC1)C=C(C=C2)[N+](=O)[O-] (Phenyl methyl(2-(7-nitro-2H-benzo[b][1,4]thiazin-4(3H)-yl)ethyl)carbamate). Yield: 99.5%. As a reaction SMILES: [CH3:1][N:2](C)[CH2:3][CH2:4][N:5]1[CH2:10][CH2:9][S:8][C:7]2[CH:11]=[C:12]([N+:15]([O-:17])=[O:16])[CH:13]=[CH:14][C:6]1=2.[C:19](Cl)(=[O:27])[O:20][C:21]1[CH:26]=[CH:25][CH:24]=[CH:23][CH:22]=1>ClCCl.C(N(CC)CC)C.O.C(=O)([O-])[O-].[Na+].[Na+]>[CH3:1][N:2]([CH2:3][CH2:4][N:5]1[CH2:10][CH2:9][S:8][C:7]2[CH:11]=[C:12]([N+:15]([O-:17])=[O:16])[CH:13]=[CH:14][C:6]1=2)[C:19](=[O:27])[O:20][C:21]1[CH:26]=[CH:25][CH:24]=[CH:23][CH:22]=1 |f:5.6.7|. Reported procedure: To a stirred solution of N,N-dimethyl-2-(7-nitro-2H-benzo[b][1,4]thiazin-4(3H)-yl)ethanamine (100 mg, 0.374 mmol) in dichloromethane (5 mL) under argon was added phenyl carbonochloridate (0.094 mL, 0.748 mmol). The resulting mixture was stirred at room temperature. A precipitate was observed, and triethylamine (3 drops) was added to aid dissolution (reaction turned clear). The mixture was then stirred over the weekend. The clear yellow mixture was then diluted with water and sodium carbonate and... Reactants: N#Cc1ccc(CBr)cc1, CN(C)C=O, [H-], [Na+], O, c1cc(N2CCNCC2)ccn1. The product is N#Cc1ccc(CN2CCN(c3ccncc3)CC2)cc1. Reaction SMILES: [C:15](#[N:16])[c:17]1[cH:18][cH:19][c:20]([CH2:21][Br:22])[cH:23][cH:24]1.[CH3:26][N:27]([CH3:28])[CH:29]=[O:30].[H-:13].[Na+:14].[OH2:25].[n:1]1[cH:2][cH:3][c:4]([N:7]2[CH2:8][CH2:9][NH:10][CH2:11][CH2:12]2)[cH:5][cH:6]1>>[n:1]1[cH:2][cH:3][c:4]([N:7]2[CH2:8][CH2:9][N:10]([CH2:21][c:20]3[cH:19][cH:18][c:17]([C:15]#[N:16])[cH:24][cH:23]3)[CH2:11][CH2:12]2)[cH:5][cH:6]1.